The task is: describe an organic reaction: reactants, conditions, products, and yield. This data is from the Open Reaction Database (ORD), a public repository of structured organic reaction records. Reactants: CC(C)(C)OC(=O)NC1COc2ccccc2N(CC(=O)OCc2ccccc2)C1=O, CCOC(C)=O, Cl. Yields the product Cl, NC1COc2ccccc2N(CC(=O)OCc2ccccc2)C1=O. As a reaction SMILES: [C:1]([O:2][C:3](=[O:4])[NH:8][CH:9]1[CH2:10][O:11][c:12]2[c:13]([cH:28][cH:29][cH:30][cH:31]2)[N:14]([CH2:17][C:18](=[O:19])[O:20][CH2:21][c:22]2[cH:23][cH:24][cH:25][cH:26][cH:27]2)[C:15]1=[O:16])([CH3:5])([CH3:6])[CH3:7].[C:32]([O:33][CH2:34][CH3:35])(=[O:36])[CH3:37].[ClH:38]>>[ClH:38].[NH2:8][CH:9]1[CH2:10][O:11][c:12]2[c:13]([cH:28][cH:29][cH:30][cH:31]2)[N:14]([CH2:17][C:18](=[O:19])[O:20][CH2:21][c:22]2[cH:23][cH:24][cH:25][cH:26][cH:27]2)[C:15]1=[O:16]. Starting materials: CCOC(C)=O, CN(C)C=O, COc1ccc(CCl)cc1, [Na+], [OH-], O, c1nc[nH]n1. Yields the product COc1ccc(Cn2cncn2)cc1. As a reaction SMILES: [CH3:18][CH2:19][O:20][C:21](=[O:22])[CH3:23].[CH3:24][N:25]([CH3:26])[CH:27]=[O:28].[CH3:8][O:9][c:10]1[cH:11][cH:12][c:13]([CH2:14][Cl:15])[cH:16][cH:17]1.[Na+:7].[OH-:6].[OH2:29].[nH:1]1[n:2][cH:3][n:4][cH:5]1>>[n:1]1([CH2:14][c:13]2[cH:12][cH:11][c:10]([O:9][CH3:8])[cH:17][cH:16]2)[n:2][cH:3][n:4][cH:5]1. The reactants are NOCc1ccccc1, C[Al](C)C, CO, Cc1ccccc1, ClC(Cl)Cl, Cl, CCOC(=O)c1ccc(-c2nc(-c3ccc(F)cc3)c(-c3ccncc3)[nH]2)cc1. Product: O=C(NOCc1ccccc1)c1ccc(-c2nc(-c3ccc(F)cc3)c(-c3ccncc3)[nH]2)cc1. As a reaction SMILES: [CH2:2]([c:3]1[cH:4][cH:5][cH:6][cH:7][cH:8]1)[O:9][NH2:10].[CH3:11][Al:12]([CH3:13])[CH3:14].[CH3:44][OH:45].[CH3:50][c:51]1[cH:52][cH:53][cH:54][cH:55][cH:56]1.[Cl:46][CH:47]([Cl:48])[Cl:49].[ClH:1].[F:15][c:16]1[cH:17][cH:18][c:19](-[c:22]2[n:23][c:24](-[c:33]3[cH:34][cH:35][c:36]([C:37](=[O:38])[O:39][CH2:40][CH3:41])[cH:42][cH:43]3)[nH:25][c:26]2-[c:27]2[cH:28][cH:29][n:30][cH:31][cH:32]2)[cH:20][cH:21]1>>[CH2:2]([c:3]1[cH:4][cH:5][cH:6][cH:7][cH:8]1)[O:9][NH:10][C:37]([c:36]1[cH:35][cH:34][c:33](-[c:24]2[n:23][c:22](-[c:19]3[cH:18][cH:17][c:16]([F:15])[cH:21][cH:20]3)[c:26](-[c:27]3[cH:28][cH:29][n:30][cH:31][cH:32]3)[nH:25]2)[cH:43][cH:42]1)=[O:38]. Starting materials: C(C)(C)(C)OC(=O)N[C@@H]1C(N(C2=C(C(C1)=O)C=CC=C2)CC(=O)OCC)=O (3-(S)-t-butyloxycarbonylamino-1-ethoxycarbonylmethyl-2,3,4,5-tetrahydro-1H[1]-benzazepine-2,5-dione). Reagents/catalysts: [Pt]=O (platinum oxide). The solvent is C(C)(=O)O (acetic acid). Yields the product C(C)(C)(C)OC(=O)N[C@@H]1C(N(C2C(C(C1)=O)CCCC2)CC(=O)OCC)=O (3-(S)-t-butyloxycarbonylamino-1-ethoxycarbonylmethyl-2,3,4,5,5a,6,7,8,9,9a-decahydro-1H-[1]benzazepin-2,5-dione). RXN SMILES: [C:1]([O:5][C:6]([NH:8][C@H:9]1[CH2:15][C:14](=[O:16])[C:13]2[CH:17]=[CH:18][CH:19]=[CH:20][C:12]=2[N:11]([CH2:21][C:22]([O:24][CH2:25][CH3:26])=[O:23])[C:10]1=[O:27])=[O:7])([CH3:4])([CH3:3])[CH3:2]>C(O)(=O)C.[Pt]=O>[C:1]([O:5][C:6]([NH:8][C@H:9]1[CH2:15][C:14](=[O:16])[CH:13]2[CH2:17][CH2:18][CH2:19][CH2:20][CH:12]2[N:11]([CH2:21][C:22]([O:24][CH2:25][CH3:26])=[O:23])[C:10]1=[O:27])=[O:7])([CH3:4])([CH3:3])[CH3:2]. Reported procedure: A solution of 3-(S)-t-butyloxycarbonylamino-1-ethoxycarbonylmethyl-2,3,4,5-tetrahydro-1H[1]-benzazepine-2,5-dione (3.6 g) in acetic acid (50 ml) is hydrogenated for 120 hours at 3 atmospheres pressure using platinum oxide (1.2 g) as catalyst. The catalyst is filtered off and the filtrate evaporated under reduced pressure. The residue is distributed between dichloromethane (200 ml) and saturated aqueous sodium bicarbonate (100 ml). The dichloromethane solution is washed with water (50 ml), dried ... Procedure: 0.37 g (60%, 9.2 mmol) of sodium hydride was added to a solution of 2.35 g (9.24 mmol) of dipentaerythritol in dry N,N-dimethylformamide (6 mL) with cooling on ice. After the mixture was stirred for 1 hour at 50° C., the above (5,9,13,17-tetramethyloctadec-4-enyl)tosylate was added dropwise thereto, with additional stirring for 20 hours at 60° C. After addition of water at 0° C., the reaction mixture was extracted with ethyl acetate. The extract was washed with water, 1M hydrochloric acid, satur... RXN SMILES: [H-].[Na+].[OH:3][CH2:4][C:5]([CH2:18][OH:19])([CH2:8][O:9][CH2:10][C:11]([CH2:16][OH:17])([CH2:14][OH:15])[CH2:12][OH:13])[CH2:6][OH:7].[CH3:20][C:21]([CH2:37][CH2:38][CH2:39][CH:40]([CH3:52])[CH2:41][CH2:42][CH2:43][CH:44]([CH3:51])[CH2:45][CH2:46][CH2:47][CH:48]([CH3:50])[CH3:49])=[CH:22][CH2:23][CH2:24][CH2:25]OS(C1C=CC(C)=CC=1)(=O)=O.O>CN(C)C=O>[CH3:20][C:21]([CH2:37][CH2:38][CH2:39][CH:40]([CH3:52])[CH2:41][CH2:42][CH2:43][CH:44]([CH3:51])[CH2:45][CH2:46][CH2:47][CH:48]([CH3:50])[CH3:49])=[CH:22][CH2:23][CH2:24][CH2:25][O:13][CH2:12][C:11]([CH2:16][OH:17])([CH2:10][O:9][CH2:8][C:5]([CH2:18][OH:19])([CH2:6][OH:7])[CH2:4][OH:3])[CH2:14][OH:15] |f:0.1|. Product: CC(=CCCCOCC(CO)(COCC(CO)(CO)CO)CO)CCCC(CCCC(CCCC(C)C)C)C (mono-O-(5,9,13,17-tetramethyloctadec-4-enyl)dipentaerythritol). Run at temperature 50 celsius, time 1 hour. The reactants are O (water), [H-].[Na+] (sodium hydride), OCC(CO)(COCC(CO)(CO)CO)CO (dipentaerythritol), CC(=CCCCOS(=O)(=O)C1=CC=C(C)C=C1)CCCC(CCCC(CCCC(C)C)C)C ((5,9,13,17-tetramethyloctadec-4-enyl)tosylate). Solvent: CN(C=O)C (N,N-dimethylformamide). Isolated yield 19.0%.